Dataset: the Open Reaction Database (ORD), a public repository of structured organic reaction records. Task: describe an organic reaction: reactants, conditions, products, and yield Starting materials: C(C(C)C)(=O)C1C(CCCC1)=O (2-isobutyryl-cyclohexanone), C(C(C)C)(=O)C1C(CCCC1)=O (2-Isobutyrylcyclohexanone), C([O-])([O-])=O.[Cs+].[Cs+] (cesium carbonate), Cl.COC(CN)=O (glycine methyl ester hydrochloride), BrC1=NC2=CC(=CC(=C2C(=C1C)Br)F)F (2,4-dibromo-5,7-difluoro-3-methylquinoline). The reagents and catalysts are [Cu]I (copper(I) iodide), [Cu]I (copper(I) iodide). Run in O (water), CN(C)C=O (DMF). Reaction conditions: temperature 70 celsius, time 2 hour. Product: BrC1=C(C(=NC2=CC(=CC(=C12)F)F)NCC(=O)OC)C (methyl 2-(4-bromo-5,7-difluoro-3-methylquinolin-2-ylamino)acetate). Reaction SMILES: C(C1CCCCC1=O)(=O)C(C)C.Cl.[CH3:14][O:15][C:16](=[O:19])[CH2:17][NH2:18].Br[C:21]1[C:30]([CH3:31])=[C:29]([Br:32])[C:28]2[C:23](=[CH:24][C:25]([F:34])=[CH:26][C:27]=2[F:33])[N:22]=1.C(=O)([O-])[O-].[Cs+].[Cs+]>CN(C=O)C.O.[Cu]I>[Br:32][C:29]1[C:28]2[C:23](=[CH:24][C:25]([F:34])=[CH:26][C:27]=2[F:33])[N:22]=[C:21]([NH:18][CH2:17][C:16]([O:15][CH3:14])=[O:19])[C:30]=1[CH3:31] |f:1.2,4.5.6|. Procedure details: 2-Isobutyrylcyclohexanone (0.086 mL, 0.51 mmol), glycine methyl ester hydrochloride (480 mg, 3.9 mmol), 2,4-dibromo-5,7-difluoro-3-methylquinoline (870 mg, 2.6 mmol), copper(I) iodide (24 mg, 0.13 mmol) and cesium carbonate (2.5 g, 7.70 mmol) were slurried in DMF (3.0 mL) and stirred in an oil bath at 70° C. for 2 h. Another aliquot of copper(I) iodide (24 mg, 0.13 mmol) and 2-isobutyryl-cyclohexanone (0.086 mL, 0.51 mmol) were added and heated for an additional 1.5 h. No further progress was ob...